Dataset: the Open Reaction Database (ORD), a public repository of structured organic reaction records. Task: describe an organic reaction: reactants, conditions, products, and yield The reactants are C(C)OC(=O)C1(CC2=CC=CC=C2C1)NC(=O)C=1C(=NC=C(C1)Cl)N(C)C(C)C (2-{[5-Chloro-2-(isopropyl-methyl-amino)-pyridine-3-carbonyl)-amino]-indan-2-carboxylic acid ethyl ester), O1CCOCC1 (1,4-dioxane), CO (MeOH), [Li+].[OH-] (LiOH), EtOAc heptanes. Run in O (water). Conditions: time 18 hour. The product is ClC=1C=C(C(=NC1)N(C)C(C)C)C(=O)NC1(CC2=CC=CC=C2C1)C(=O)O (2-{[5-Chloro-2-(isopropyl-methyl-amino)-pyridine-3-carbonyl)-amino]-indan-2-carboxylic acid). The yield is 93.4%. RXN SMILES: C([O:3][C:4]([C:6]1([NH:15][C:16]([C:18]2[C:19]([N:25]([CH:27]([CH3:29])[CH3:28])[CH3:26])=[N:20][CH:21]=[C:22]([Cl:24])[CH:23]=2)=[O:17])[CH2:14][C:13]2[C:8](=[CH:9][CH:10]=[CH:11][CH:12]=2)[CH2:7]1)=[O:5])C.O1CCOCC1.CO.[Li+].[OH-]>O>[Cl:24][C:22]1[CH:23]=[C:18]([C:16]([NH:15][C:6]2([C:4]([OH:5])=[O:3])[CH2:7][C:8]3[C:13](=[CH:12][CH:11]=[CH:10][CH:9]=3)[CH2:14]2)=[O:17])[C:19]([N:25]([CH:27]([CH3:28])[CH3:29])[CH3:26])=[N:20][CH:21]=1 |f:3.4|. Reported procedure: A 100 mL round bottom flask which contains 2-{[5-chloro-2-(isopropyl-methyl-amino)-pyridine-3-carbonyl)-amino]-indan-2-carboxylic acid ethyl ester (351, 270 mg, 0.58 mmol) is charged with 1,4-dioxane (3 mL) and MeOH (3 mL). A stirring bar is added and stirring is initiated. After dissolution, water (1.5 mL) is added followed by the LiOH (62 mg, 1.48 mmol). After 18 h, tlc analysis (silica, 50% EtOAc/heptanes) indicates that the starting material is completely consumed. Amberlyst highly acidic ex...